This data is from the Open Reaction Database (ORD), a public repository of structured organic reaction records. The task is: describe an organic reaction: reactants, conditions, products, and yield Starting materials: CS(=O)(=O)N1CCNCC1, CC#N, CCN(C(C)C)C(C)C, ClCCl, COC(=O)CCC(C(N)=O)N1Cc2c(OCc3ccc(CCl)cc3)cccc2C1=O. Yields the product COC(=O)CCC(C(N)=O)N1Cc2c(OCc3ccc(CN4CCN(S(C)(=O)=O)CC4)cc3)cccc2C1=O. RXN SMILES: [CH3:31][S:32](=[O:33])(=[O:34])[N:35]1[CH2:36][CH2:37][NH:38][CH2:39][CH2:40]1.[CH3:53][C:54]#[N:55].[CH:41]([N:42]([CH2:43][CH3:44])[CH:45]([CH3:46])[CH3:47])([CH3:48])[CH3:49].[Cl:50][CH2:51][Cl:52].[NH2:1][C:2]([CH:3]([CH2:4][CH2:5][C:6](=[O:7])[O:8][CH3:9])[N:10]1[C:11](=[O:29])[c:12]2[cH:13][cH:14][cH:15][c:16]([O:19][CH2:20][c:21]3[cH:22][cH:23][c:24]([CH2:27][Cl:28])[cH:25][cH:26]3)[c:17]2[CH2:18]1)=[O:30]>>[NH2:1][C:2]([CH:3]([CH2:4][CH2:5][C:6](=[O:7])[O:8][CH3:9])[N:10]1[C:11](=[O:29])[c:12]2[cH:13][cH:14][cH:15][c:16]([O:19][CH2:20][c:21]3[cH:22][cH:23][c:24]([CH2:27][N:38]4[CH2:37][CH2:36][N:35]([S:32]([CH3:31])(=[O:33])=[O:34])[CH2:40][CH2:39]4)[cH:25][cH:26]3)[c:17]2[CH2:18]1)=[O:30]. Reactants: O (water), BrC1=NC(=C(C=C1)Br)C (2,5-dibromo-6-picoline), O (water), C[O-].[Na+] (sodium methoxide), CO (methanol). Solvent: C1(=CC=CC=C1)C (toluene), C(C)(C)(C)OC (t-butylmethylether). Conditions: temperature 5 celsius. Product: COC1=NC(=C(C=C1)Br)C (2-methoxy-5-bromo-6-picoline). The yield is 96.0%. Reaction SMILES: Br[C:2]1[CH:7]=[CH:6][C:5]([Br:8])=[C:4]([CH3:9])[N:3]=1.[OH2:10].[CH3:11][O-].[Na+].CO>C1(C)C=CC=CC=1.C(OC)(C)(C)C>[CH3:11][O:10][C:2]1[CH:7]=[CH:6][C:5]([Br:8])=[C:4]([CH3:9])[N:3]=1 |f:2.3|. Reported procedure: A solution of 2,5-dibromo-6-picoline (30.6 kg, 122 mol, 1.00 eq) in toluene (154.2 kg) was dried by vacuum distillation at 40° C./75 mmHg to remove 105.7 kg of distillate to produce a solution containing 40 ppm water. This was mixed with 25 weight % sodium methoxide in methanol (124.1 kg, 574 mol, 4.71 eq) and the mixture was heated at 65–75° C. for 6 hours until reaction completion, (HPLC analysis indicated 1.6 area % starting material remained). The mixture was cooled to 5° C. and water (98 L)... The reactants are Cl.ClC=1C=C2C(=C(NC2=CC1)C=1C=NC=CC1)C (5-chloro-3-methyl-2-pyridin-3-yl-1H-indole hydrochloride), C[Si](C)(C)[N-][Si](C)(C)C.[K+] (KHMDS), C(C)OC(C1=C(C=C(C=C1C)CBr)C)=O (4-bromomethyl-2,6-dimethyl-benzoic acid ethyl ester). Solvent: C1CCOC1 (THF), C1CCOC1 (THF). Conditions: temperature 0 celsius, time 1 hour. Product: C(C)OC(C1=C(C=C(C=C1C)CN1C(=C(C2=CC(=CC=C12)Cl)C)C=1C=NC=CC1)C)=O (2,6-dimethyl-4-(5-chloro-3-methyl-2-pyridin-3-yl-indol-1-ylmethyl)-benzoic acid ethyl ester). RXN SMILES: Cl.[Cl:2][C:3]1[CH:4]=[C:5]2[C:9](=[CH:10][CH:11]=1)[NH:8][C:7]([C:12]1[CH:13]=[N:14][CH:15]=[CH:16][CH:17]=1)=[C:6]2[CH3:18].C[Si]([N-][Si](C)(C)C)(C)C.[K+].[CH2:29]([O:31][C:32](=[O:43])[C:33]1[C:38]([CH3:39])=[CH:37][C:36]([CH2:40]Br)=[CH:35][C:34]=1[CH3:42])[CH3:30]>C1COCC1>[CH2:29]([O:31][C:32](=[O:43])[C:33]1[C:38]([CH3:39])=[CH:37][C:36]([CH2:40][N:8]2[C:9]3[C:5](=[CH:4][C:3]([Cl:2])=[CH:11][CH:10]=3)[C:6]([CH3:18])=[C:7]2[C:12]2[CH:13]=[N:14][CH:15]=[CH:16][CH:17]=2)=[CH:35][C:34]=1[CH3:42])[CH3:30] |f:0.1,2.3|. Procedure details: 5-Chloro-3-methyl-2-pyridin-3-yl-1H-indole (Example 2, 1.350 g, 4.659 mmol) is suspended in THF (40 mL) and cooled to 0° C. KHMDS (0.5M in toluene, 32.6 mL, 16.3 mmol) is added dropwise. After 1 h, 4-bromomethyl-2,6-dimethyl-benzoic acid ethyl ester (4.95 g, 18.2 mmol) in THF (10 mL) is added dropwise. The mixture is allowed to warm to room temperature overnight. The mixture is then quenched with saturated aqueous ammonium chloride and diluted with dichloromethane. The aqueous phase is extracted... The reactants are COC(C1=CC=C(C=C1)N)=O (4-aminobenzoic acid methyl ester), ClC1=C(C=O)C=C(C=C1)Cl (2,5-dichloro-benzaldehyde), C=C(C)C (isobutene), FC(S(=O)(=O)[O-])(F)F.[Yb+3].FC(S(=O)(=O)[O-])(F)F.FC(S(=O)(=O)[O-])(F)F (ytterbium(III) trifluoromethanesulfonate). Run in CC#N (MeCN), O (water). Conditions: temperature 80 celsius, time 18 hour. Product: COC(=O)C=1C=C2C(CC(NC2=CC1)C1=C(C=CC(=C1)Cl)Cl)(C)C (2-(2,5-Dichloro-phenyl)-4,4-dimethyl-1,2,3,4-tetrahydro-quinoline-6-carboxylic acid methyl ester). Reaction SMILES: [CH3:1][O:2][C:3](=[O:11])[C:4]1[CH:9]=[CH:8][C:7]([NH2:10])=[CH:6][CH:5]=1.[Cl:12][C:13]1[CH:20]=[CH:19][C:18]([Cl:21])=[CH:17][C:14]=1[CH:15]=O.[CH2:22]=[C:23]([CH3:25])[CH3:24].FC(F)(F)S([O-])(=O)=O.[Yb+3].FC(F)(F)S([O-])(=O)=O.FC(F)(F)S([O-])(=O)=O>CC#N.O>[CH3:1][O:2][C:3]([C:4]1[CH:5]=[C:6]2[C:7](=[CH:8][CH:9]=1)[NH:10][CH:15]([C:14]1[CH:17]=[C:18]([Cl:21])[CH:19]=[CH:20][C:13]=1[Cl:12])[CH2:22][C:23]2([CH3:25])[CH3:24])=[O:11] |f:3.4.5.6|. Reported procedure: To a stirred solution of 4-aminobenzoic acid methyl ester (1.5 g, 10 mmol) and 2,5-dichloro-benzaldehyde (1.8 g, 10 mmol) in MeCN (5 mL) were added isobutene (2.1 mL, 30 mmol) and ytterbium(III) trifluoromethanesulfonate (Yb(OTf)3) (1.3 g, 2 mmol). The resulting mixture was stirred at 80° C. for 18 hours in sealed tube. The mixture was diluted with water (50 mL), extracted with diethyl ether (50 mL×3). The extracts were washed with water (100 mL) and brine (100 mL) and then dried over anhydrous ... The reactants are BrN1C(CCC1=O)=O (N-bromosuccinimide), C(C1=CC=CC=C1)(=O)OOC(C1=CC=CC=C1)=O (benzoyl peroxide), C(C)OC(\C=C(/C)\OC1=CC(=CC=C1)Cl)=O ((E)-3-(3-chloro-phenoxy)-but-2-enoic acid ethyl ester). Solvent: C(Cl)(Cl)(Cl)Cl (carbon tetrachloride). Yields the product C(C)OC(\C=C(/CBr)\OC1=CC(=CC=C1)Cl)=O ((E)-4-bromo-3-(3-chloro-phenoxy)-but-2-enoic acid ethyl ester). The yield is 64.8%. As a reaction SMILES: [CH2:1]([O:3][C:4](=[O:16])/[CH:5]=[C:6](/[O:8][C:9]1[CH:14]=[CH:13][CH:12]=[C:11]([Cl:15])[CH:10]=1)\[CH3:7])[CH3:2].[Br:17]N1C(=O)CCC1=O.C(OOC(=O)C1C=CC=CC=1)(=O)C1C=CC=CC=1>C(Cl)(Cl)(Cl)Cl>[CH2:1]([O:3][C:4](=[O:16])/[CH:5]=[C:6](/[O:8][C:9]1[CH:14]=[CH:13][CH:12]=[C:11]([Cl:15])[CH:10]=1)\[CH2:7][Br:17])[CH3:2]. Reported procedure: To a stirred mixture of (E)-3-(3-chloro-phenoxy)-but-2-enoic acid ethyl ester (3.45 g, 0.014 mol) in carbon tetrachloride (20 mL) under a nitrogen atmosphere was added N-bromosuccinimide (2.79 g, 0.016 mol) and benzoyl peroxide (347 mg, 0.001 mol). Nitrogen gas was bubbled through the mixture for 5 min, and the resulting mixture was heated to reflux for 4 h. The reaction mixture was then placed in the refrigerator overnight. The solids formed were removed by filtration and the filtrate concentra...